This data is from the Open Reaction Database (ORD), a public repository of structured organic reaction records. The task is: describe an organic reaction: reactants, conditions, products, and yield Solvent: C(C)(C)O (isopropyl alcohol), C(C)(C)O (isopropyl alcohol). Reported procedure: A solution of crude (S)-2-(4-chlorophenyl)-N-[2-(dimethylamino)ethyl]-α-methyl-3H-imidazo[4,5-b]pyridine-3-acetamide (1.49 g, 0.00335 mole) in hot isopropyl alcohol was treated with hydrogen chloride in isopropyl alcohol until the solution was acidic. Upon addition of isopropyl ether, solid precipitated. After cooling to room temperature, the solid was collected by filtration, rinsed with isopropyl ether, and dried under high vacuum to give 1.64 g of title compound, mp 252°-255° C. Reaction SMILES: [Cl:1][C:2]1[CH:7]=[CH:6][C:5]([C:8]2[N:16]([C@@H:17]([CH3:26])[C:18]([NH:20][CH2:21][CH2:22][N:23]([CH3:25])[CH3:24])=[O:19])[C:11]3=[N:12][CH:13]=[CH:14][CH:15]=[C:10]3[N:9]=2)=[CH:4][CH:3]=1.Cl.C(OC(C)C)(C)C>C(O)(C)C>[OH2:19].[ClH:1].[Cl:1][C:2]1[CH:7]=[CH:6][C:5]([C:8]2[N:16]([C@@H:17]([CH3:26])[C:18]([NH:20][CH2:21][CH2:22][N:23]([CH3:25])[CH3:24])=[O:19])[C:11]3=[N:12][CH:13]=[CH:14][CH:15]=[C:10]3[N:9]=2)=[CH:4][CH:3]=1 |f:4.5.6|. The yield is 229.7%. The reactants are C(C)(C)OC(C)C (isopropyl ether), ClC1=CC=C(C=C1)C1=NC=2C(=NC=CC2)N1[C@H](C(=O)NCCN(C)C)C ((S)-2-(4-chlorophenyl)-N-[2-(dimethylamino)ethyl]-α-methyl-3H-imidazo[4,5-b]pyridine-3-acetamide), Cl (hydrogen chloride). Product: O.Cl.ClC1=CC=C(C=C1)C1=NC=2C(=NC=CC2)N1[C@H](C(=O)NCCN(C)C)C ((S)-2-(4-Chlorophenyl)-N-[2-(dimethylamino)ethyl]-α-methyl-3H-imidazo[4,5-b]pyridine-3-acetamide hydrochloride hydrate). Yields the product C1(=CC=CC=C1)S(=O)(=O)N1C(N([C@@H](C1)C(=O)N1CCN(CC1)C1=C(C=CC(=C1)C)C)C1=C(C=C(C=C1)F)F)=O ((S)-1-Benzenesulfonyl-3-(2,4-difluoro-phenyl)-4-[4-(2,5-dimethyl-phenyl)-piperazine-1-carbonyl]-imidazolidin-2-one). The reactants are C1(=CC=CC=C1)S(=O)(=O)[N@@]1C(C1)C(=O)N1CCN(CC1)C1=C(C=CC(=C1)C)C (((S)-1-benzenesulfonyl-aziridin-2-yl)-[4-(2,5-dimethyl-phenyl)-piperazin-1-yl]-methanone), [I-].[Na+] (sodium iodide), FC1=C(C=CC(=C1)F)N=C=O (2,4-difluorophenylisocyanate). Reported procedure: In analogy to example 2, ((S)-1-benzenesulfonyl-aziridin-2-yl)-[4-(2,5-dimethyl-phenyl)-piperazin-1-yl]-methanone (example 21, step 3) was reacted with sodium iodide and 2,4-difluorophenylisocyanate to give the title compound as a colorless solid. MS: 554.8 ([M+H]+) As a reaction SMILES: [C:1]1([S:7]([N@:10]2[CH2:12][CH:11]2[C:13]([N:15]2[CH2:20][CH2:19][N:18]([C:21]3[CH:26]=[C:25]([CH3:27])[CH:24]=[CH:23][C:22]=3[CH3:28])[CH2:17][CH2:16]2)=[O:14])(=[O:9])=[O:8])[CH:6]=[CH:5][CH:4]=[CH:3][CH:2]=1.[I-].[Na+].[F:31][C:32]1[CH:37]=[C:36]([F:38])[CH:35]=[CH:34][C:33]=1[N:39]=[C:40]=[O:41]>>[C:1]1([S:7]([N:10]2[CH2:12][C@@H:11]([C:13]([N:15]3[CH2:16][CH2:17][N:18]([C:21]4[CH:26]=[C:25]([CH3:27])[CH:24]=[CH:23][C:22]=4[CH3:28])[CH2:19][CH2:20]3)=[O:14])[N:39]([C:33]3[CH:34]=[CH:35][C:36]([F:38])=[CH:37][C:32]=3[F:31])[C:40]2=[O:41])(=[O:9])=[O:8])[CH:6]=[CH:5][CH:4]=[CH:3][CH:2]=1 |f:1.2|. Reactants: CC1C[C@H]2CN[C@@H]([C@H]2C1)CNC(=O)C1=C(N=C2SC=CN21)C (6-methyl-imidazo[2,1-b]thiazole-5-carboxylic acid-[(1S,2S,5R)-7-methyl-3-aza-bicyclo[3.3.0]oct-2-ylmethyl]-amide), CC=1C=C(C=CC1C)C1=C(N=C(S1)C)C(=O)O (5-(3,4-dimethyl-phenyl)-2-methyl-thiazole-4-carboxylic acid). Yields the product CC=1C=C(C=CC1C)C1=C(N=C(S1)C)C(=O)N1[C@@H]([C@H]2CC(C[C@H]2C1)C)CNC(=O)C1=C(N=C2SC=CN21)C (6-Methyl-imidazo[2,1-b]thiazole-5-carboxylic acid-(1S,2S,5R)-{3-[5-(3,4-dimethyl-phenyl)-2-methyl-thiazole-4-carbonyl]-7-methyl-3-aza-bicyclo[3.3.0]oct-2-ylmethyl}-amide). As a reaction SMILES: [CH3:1][CH:2]1[CH2:9][C@H:8]2[C@H:4]([CH2:5][NH:6][C@@H:7]2[CH2:10][NH:11][C:12]([C:14]2[N:21]3[C:17]([S:18][CH:19]=[CH:20]3)=[N:16][C:15]=2[CH3:22])=[O:13])[CH2:3]1.[CH3:23][C:24]1[CH:25]=[C:26]([C:31]2[S:35][C:34]([CH3:36])=[N:33][C:32]=2[C:37](O)=[O:38])[CH:27]=[CH:28][C:29]=1[CH3:30]>>[CH3:23][C:24]1[CH:25]=[C:26]([C:31]2[S:35][C:34]([CH3:36])=[N:33][C:32]=2[C:37]([N:6]2[CH2:5][C@H:4]3[C@H:8]([CH2:9][CH:2]([CH3:1])[CH2:3]3)[C@H:7]2[CH2:10][NH:11][C:12]([C:14]2[N:21]3[C:17]([S:18][CH:19]=[CH:20]3)=[N:16][C:15]=2[CH3:22])=[O:13])=[O:38])[CH:27]=[CH:28][C:29]=1[CH3:30]. Procedure details: prepared by reaction of 6-methyl-imidazo[2,1-b]thiazole-5-carboxylic acid-[(1S,2S,5R)-7-methyl-3-aza-bicyclo[3.3.0]oct-2-ylmethyl]-amide with 5-(3,4-dimethyl-phenyl)-2-methyl-thiazole-4-carboxylic acid. The reactants are Cl.N[C@H](C(=O)N1CCC(CC1)O)CC1=CC=C(C=C1)Cl ((S)-2-Amino-3-(4-chloro-phenyl)-1-(4-hydroxy-piperidin-1-yl)-propan-1-one hydrochloride), ClC=1C=C2C=C(NC2=CC1)C(=O)O (5-chloro-1H-indole-2-carboxylic acid). Product: ClC1=CC=C(C[C@@H](C(=O)N2CCC(CC2)O)NC(=O)C=2NC3=CC=C(C=C3C2)Cl)C=C1 (5-Chloro-1H-indole-2-carboxylic acid [(1S)-(4-chloro-benzyl)-2-(4-hydroxy-piperidin-1-yl)-2-oxo-ethyl]-amide). As a reaction SMILES: Cl.[NH2:2][C@@H:3]([CH2:13][C:14]1[CH:19]=[CH:18][C:17]([Cl:20])=[CH:16][CH:15]=1)[C:4]([N:6]1[CH2:11][CH2:10][CH:9]([OH:12])[CH2:8][CH2:7]1)=[O:5].[Cl:21][C:22]1[CH:23]=[C:24]2[C:28](=[CH:29][CH:30]=1)[NH:27][C:26]([C:31](O)=[O:32])=[CH:25]2>>[Cl:20][C:17]1[CH:16]=[CH:15][C:14]([CH2:13][C@H:3]([NH:2][C:31]([C:26]2[NH:27][C:28]3[C:24]([CH:25]=2)=[CH:23][C:22]([Cl:21])=[CH:30][CH:29]=3)=[O:32])[C:4]([N:6]2[CH2:7][CH2:8][CH:9]([OH:12])[CH2:10][CH2:11]2)=[O:5])=[CH:19][CH:18]=1 |f:0.1|. Procedure details: (S)-2-Amino-3-(4-chloro-phenyl)-1-(4-hydroxy-piperidin-1-yl)-propan-1-one hydrochloride (0.98 mmol) and 5-chloro-1H-indole-2-carboxylic acid (0.92 mmol) were coupled according to Procedure A and the product purified by chromatography on silica gel eluted with 50, 75 and 100% ethyl acetate in hexanes. Yield 362 mg, 86%; HPLC (60/40) 5.06 minutes (97%); mp 227-229° C.; TSPMS 460/462 (MH+, 100%); The reactants are C(C)(C)(C)C=1C=C(OC=2C=CC(=C(C2)N(C(OC(C)(C)C)=O)CC)[N+](=O)[O-])C=CC1O (t-butyl N-[5-(3-t-butyl-4-hydroxyphenoxy)-2-nitrophenyl]-N-ethylcarbamate). Reagents/catalysts: [Pd] (palladium on carbon). Reaction SMILES: [C:1]([C:5]1[CH:6]=[C:7]([CH:28]=[CH:29][C:30]=1[OH:31])[O:8][C:9]1[CH:10]=[CH:11][C:12]([N+:25]([O-])=O)=[C:13]([N:15]([CH2:23]C)[C:16](=[O:22])[O:17][C:18]([CH3:21])([CH3:20])[CH3:19])[CH:14]=1)([CH3:4])([CH3:3])[CH3:2]>[Pd].CO>[NH2:25][C:12]1[CH:11]=[CH:10][C:9]([O:8][C:7]2[CH:28]=[CH:29][C:30]([OH:31])=[C:5]([C:1]([CH3:4])([CH3:2])[CH3:3])[CH:6]=2)=[CH:14][C:13]=1[N:15]([CH3:23])[C:16](=[O:22])[O:17][C:18]([CH3:21])([CH3:20])[CH3:19]. Solvent: CO (methanol). Yield: 95.8%. Reported procedure: In a similar manner to that described in Reference Example 7, a reaction was carried out using t-butyl N-[5-(3-t-butyl-4-hydroxyphenoxy)-2-nitrophenyl]-N-ethylcarbamate (1.29 g), palladium on carbon (10%, 0.16 g) and methanol (40 ml) and the reaction mixture was purified to give the title compound (1.11 g). Product: NC1=C(C=C(C=C1)OC1=CC(=C(C=C1)O)C(C)(C)C)N(C(OC(C)(C)C)=O)C (t-Butyl N-[2-amino-5-(3-t-butyl-4-hydroxyphenoxy)phenyl]-N-methylcarbamate).